Dataset: the Open Reaction Database (ORD), a public repository of structured organic reaction records. Task: describe an organic reaction: reactants, conditions, products, and yield The reactants are CCOC(=O)c1sc(-c2ccccc2)nc1C(F)(F)F, C1CCOC1, Cl, [Li+], [OH-]. The product is O=C(O)c1sc(-c2ccccc2)nc1C(F)(F)F. RXN SMILES: [CH2:1]([CH3:2])[O:3][C:4](=[O:5])[c:6]1[c:7]([C:17]([F:18])([F:19])[F:20])[n:8][c:9](-[c:11]2[cH:12][cH:13][cH:14][cH:15][cH:16]2)[s:10]1.[CH2:24]1[O:25][CH2:26][CH2:27][CH2:28]1.[ClH:23].[Li+:22].[OH-:21]>>[O:3]=[C:4]([OH:5])[c:6]1[c:7]([C:17]([F:18])([F:19])[F:20])[n:8][c:9](-[c:11]2[cH:12][cH:13][cH:14][cH:15][cH:16]2)[s:10]1. Reactants: [Ag+], N#Cc1cc([N+](=O)[O-])ccc1Cl, O=[N+]([O-])[O-], CCOC(=O)C1CCNCC1. Product: CCOC(=O)C1CCN(c2ccc([N+](=O)[O-])cc2C#N)CC1. Reaction SMILES: [Ag+:28].[Cl:1][c:2]1[c:3]([C:4]#[N:5])[cH:6][c:7]([N+:10](=[O:11])[O-:12])[cH:8][cH:9]1.[N+:24]([O-:25])([O-:26])=[O:27].[NH:13]1[CH2:14][CH2:15][CH:16]([C:17](=[O:18])[O:19][CH2:20][CH3:21])[CH2:22][CH2:23]1>>[c:2]1([N:13]2[CH2:14][CH2:15][CH:16]([C:17](=[O:18])[O:19][CH2:20][CH3:21])[CH2:22][CH2:23]2)[c:3]([C:4]#[N:5])[cH:6][c:7]([N+:10](=[O:11])[O-:12])[cH:8][cH:9]1. The reactants are CC1(C=2C=CC(=CC2C(CC1)(C)C)C#CC1=CC=C(C(=O)O)C=C1)C (4-[(5,6,7,8-tetrahydro-5,5,8,8-tetramethylnaphth-2-yl)-ethynyl]-benzoic acid), C([O-])([O-])=O.[K+].[K+] (potassium carbonate), ICC (iodoethane). Run in CC(CC)=O (butan-2-one). Product: CC1(C=2C=CC(=CC2C(CC1)(C)C)C#CC1=CC=C(C(=O)OCC)C=C1)C (Ethyl 4-[(5,6,7,8-tetrahydro-5,5,8,8-tetramethylnaphth-2-yl)-ethynyl]-benzoate). The yield is 64.7%. RXN SMILES: [CH3:1][C:2]1([CH3:25])[CH2:11][CH2:10][C:9]([CH3:13])([CH3:12])[C:8]2[CH:7]=[C:6]([C:14]#[C:15][C:16]3[CH:24]=[CH:23][C:19]([C:20]([OH:22])=[O:21])=[CH:18][CH:17]=3)[CH:5]=[CH:4][C:3]1=2.C(=O)([O-])[O-].[K+].[K+].I[CH2:33][CH3:34]>CC(=O)CC>[CH3:1][C:2]1([CH3:25])[CH2:11][CH2:10][C:9]([CH3:12])([CH3:13])[C:8]2[CH:7]=[C:6]([C:14]#[C:15][C:16]3[CH:24]=[CH:23][C:19]([C:20]([O:22][CH2:33][CH3:34])=[O:21])=[CH:18][CH:17]=3)[CH:5]=[CH:4][C:3]1=2 |f:1.2.3|. Procedure details: 3.0 g (9 millimoles) of 4-[(5,6,7,8-tetrahydro-5,5,8,8-tetramethylnaphth-2-yl)-ethynyl]-benzoic acid, 4 g (30 millimoles) of potassium carbonate and 2.9 g (18.9 millimoles) of iodoethane in 27 ml of butan-2-one were refluxed until conversion was complete (monitored by thin layer chromatography). When the mixture had cooled, the solid was filtered off, the filtrate was evaporated down and the residue was recrystallized from methanol to give 2.1 g (65%) of the title compound of melting point 137°-... Starting materials: example 6 ( 1 ), O=C1N(C(C=2C=C3C(=CC12)C=CC=C3)=O)CC(C(=O)OC)C3(OCCO3)C (methyl 3-(1,3-dioxo-1,3-dihydro-benzo[f]isoindol-2-yl)-2-(2-methyl-[1,3]dioxolan-2-yl)propionate), C1(=CC=C(C=C1)S(=O)(=O)[O-])C.[NH+]1=CC=CC=C1 (pyridinium p-toluenesulfonate). Product: O=C1N(C(C=2C=C3C(=CC12)C=CC=C3)=O)CC(C(=O)OC)C(C)=O (Methyl 2-(1,3-dioxo-1,3-dihydro-benzo[f]isoindol-2-ylmethyl)-3-oxo-butyrate). As a reaction SMILES: [O:1]=[C:2]1[C:10]2[CH:9]=[C:8]3[CH:11]=[CH:12][CH:13]=[CH:14][C:7]3=[CH:6][C:5]=2[C:4](=[O:15])[N:3]1[CH2:16][CH:17]([C:22]1([CH3:27])OCC[O:23]1)[C:18]([O:20][CH3:21])=[O:19].C1(C)C=CC(S([O-])(=O)=O)=CC=1.[NH+]1C=CC=CC=1>>[O:1]=[C:2]1[C:10]2[CH:9]=[C:8]3[CH:11]=[CH:12][CH:13]=[CH:14][C:7]3=[CH:6][C:5]=2[C:4](=[O:15])[N:3]1[CH2:16][CH:17]([C:22](=[O:23])[CH3:27])[C:18]([O:20][CH3:21])=[O:19] |f:1.2|. Procedure: Methyl 2-(1,3-dioxo-1,3-dihydro-benzo[f]isoindol-2-ylmethyl)-3-oxo-butyrate was prepared (18 mg, 51%) in the same manner as described in the above example 6 (1) from methyl 3-(1,3-dioxo-1,3-dihydro-benzo[f]isoindol-2-yl)-2-(2-methyl-[1,3]dioxolan-2-yl)propionate (40 mg, 0.11 mmol) and pyridinium p-toluenesulfonate (5 mg), and the obtained product was identified with the following NMR data. Procedure details: Following the procedure of Example 1, Step 4, 5,6,9,10,11,12-hexahydro-4H,8H-cyclohepta[4,5]pyrrolo[3,2,1-ij]quinolin-2-amine (0.12 g, 0.50 mmol), 2-thiophenecarbonyl chloride (0.056 mL, 0.52 mmol) and poly-(4-vinylpyridine) (700 mg) in dichloromethane (10 mL) provided 0.10 g of N-5,6,9,10,11,12-hexahydro-4H,8H-cyclohepta[4,5]pyrrolo[3,2,1-ij]quinolin-2-ylthiophene-2-carboxamide. MS (ESI) m/z 351; HPLC purity major: no impurities detected at 210-370 nm window; 98.7% at 240 nm (max. abs), RT=10.9... The yield is 57.1%. As a reaction SMILES: [CH:1]1[C:10]2[C:11]3[CH2:17][CH2:16][CH2:15][CH2:14][CH2:13][C:12]=3[N:8]3[C:9]=2[C:4]([CH2:5][CH2:6][CH2:7]3)=[CH:3][C:2]=1[NH2:18].[S:19]1[CH:23]=[CH:22][CH:21]=[C:20]1[C:24](Cl)=[O:25]>ClCCl>[CH:1]1[C:10]2[C:11]3[CH2:17][CH2:16][CH2:15][CH2:14][CH2:13][C:12]=3[N:8]3[C:9]=2[C:4]([CH2:5][CH2:6][CH2:7]3)=[CH:3][C:2]=1[NH:18][C:24]([C:20]1[S:19][CH:23]=[CH:22][CH:21]=1)=[O:25]. The product is C1=C(C=C2CCCN3C2=C1C1=C3CCCCC1)NC(=O)C=1SC=CC1 (N-5,6,9,10,11,12-hexahydro-4H,8H-cyclohepta[4,5]pyrrolo[3,2,1-ij]quinolin-2-ylthiophene-2-carboxamide). Reactants: C1=C(C=C2CCCN3C2=C1C1=C3CCCCC1)N (5,6,9,10,11,12-hexahydro-4H,8H-cyclohepta[4,5]pyrrolo[3,2,1-ij]quinolin-2-amine), S1C(=CC=C1)C(=O)Cl (2-thiophenecarbonyl chloride), poly-(4-vinylpyridine). Run in ClCCl (dichloromethane). The reactants are CCOC(=O)CCCCCCBr, O=C([O-])[O-], CNCCNC(=O)C(F)(F)F, [K+], [K+], CN(C)C=O. The product is CCOC(=O)CCCCCCN(C)CCNC(=O)C(F)(F)F. Reaction SMILES: [Br:12][CH2:13][CH2:14][CH2:15][CH2:16][CH2:17][CH2:18][C:19](=[O:20])[O:21][CH2:22][CH3:23].[C:24](=[O:25])([O-:26])[O-:27].[F:1][C:2]([C:3](=[O:4])[NH:5][CH2:6][CH2:7][NH:8][CH3:9])([F:10])[F:11].[K+:28].[K+:29].[O:30]=[CH:31][N:32]([CH3:33])[CH3:34]>>[F:1][C:2]([C:3](=[O:4])[NH:5][CH2:6][CH2:7][N:8]([CH3:9])[CH2:13][CH2:14][CH2:15][CH2:16][CH2:17][CH2:18][C:19](=[O:20])[O:21][CH2:22][CH3:23])([F:10])[F:11].